From a dataset of the Open Reaction Database (ORD), a public repository of structured organic reaction records. describe an organic reaction: reactants, conditions, products, and yield The reactants are C(C)(=O)C1(O)C(C(O)(CC(=C1)C(C)C(CCCCC)C)C(C)=O)C=1C=NC=CC1C(=C)C (1,3-diacetyl-2-[4-isopropenyl-3-pyridyl]-5-(3-methyl-2-octyl)resorcinol). The reagents and catalysts are [Pd] (palladium on carbon). The solvent is C(C)(=O)OCC (ethyl acetate). Run at time 4 hour. Yields the product C(C)(=O)C1(O)C(C(O)(CC(=C1)C(C)C(CCCCC)C)C(C)=O)C=1C=NC=CC1C(C)C (1,3-Diacetyl-2-[4-Isopropyl-3-Pyridyl]-5-(3-Methyl-2-Octyl)Resorcinol). As a reaction SMILES: [C:1]([C:4]1([CH:11]=[C:10]([CH:12]([CH:14]([CH3:20])[CH2:15][CH2:16][CH2:17][CH2:18][CH3:19])[CH3:13])[CH2:9][C:7]([C:21](=[O:23])[CH3:22])([OH:8])[CH:6]1[C:24]1[CH:25]=[N:26][CH:27]=[CH:28][C:29]=1[C:30]([CH3:32])=[CH2:31])[OH:5])(=[O:3])[CH3:2]>[Pd].C(OCC)(=O)C>[C:1]([C:4]1([CH:11]=[C:10]([CH:12]([CH:14]([CH3:20])[CH2:15][CH2:16][CH2:17][CH2:18][CH3:19])[CH3:13])[CH2:9][C:7]([C:21](=[O:23])[CH3:22])([OH:8])[CH:6]1[C:24]1[CH:25]=[N:26][CH:27]=[CH:28][C:29]=1[CH:30]([CH3:31])[CH3:32])[OH:5])(=[O:3])[CH3:2]. Procedure: A solution of 6.0 g. of 1,3-diacetyl-2-[4-isopropenyl-3-pyridyl]-5-(3-methyl-2-octyl)resorcinol in 200 ml. of ethyl acetate with 1.2 g. of 5% palladium on carbon was hydrogenated in a Parr apparatus for 11/2 hours. The solution was filtered and 1.2 g. of 5% palladium on carbon was added and the mixture was hydrogenated for 4 hours. After removal of the catalyst, the filtrate was evaporated in vacuo to yield the pure product. Starting materials: C(C)(C)(C)OC(=O)N1C(CCC1)C=1NC(=CN1)C1=CC=C(C=C1)C1=CC2=CC=C(C=C2C=C1)C=1NC(=NC1)C1N(CCC1)C(C(C(C)C)NC(=O)OC)=O (2-{5-[4-(6-{2-[1-(2-Methoxycarbonylamino-3-methyl-butyryl)-pyrrolidin-2-yl]-3H-imidazol-4-yl}-naphthalen-2-yl)-phenyl]-1H-imidazol-2-yl}-pyrrolidine-1-carboxylic acid tert-butyl ester), COC(NC(C(C)C)C(=O)N1C(CCC1)C=1NC(=CN1)C1=CC2=CC=C(C=C2C=C1)B1OC(C(O1)(C)C)(C)C)=O ([2-Methyl-1-(2-{5-[6-(4,4,5,5-tetramethyl-[1,3,2]dioxaborolan-2-yl)-naphthalen-2-yl]-1H-imidazol-2-yl}-pyrrolidine-1-carbonyl)-propyl]-carbamic acid methyl ester), C(C)(C)(C)OC(=O)N1C(CCC1)C=1NC(=CN1)C1=CC=C(C=C1)Br (2-[5-(4-Bromo-phenyl)-1H-imidazol-2-yl]-pyrrolidine-1-carboxylic acid tert-butyl ester), C(C)(C)(C)OC(=O)N1C(CCC1)C=1NC(=CN1)C1=CC2=CC=C(C=C2C=C1)B1OC(C(O1)(C)C)(C)C (2-{5-[6-(4,4,5,5-Tetramethyl-[1,3,2]dioxaborolan-2-yl)-naphthalen-2-yl]-1H-imidazol-2-yl}-pyrrolidine-1-carboxylic acid tert-butyl ester). The product is C(C)(C)(C)OC(=O)N1C(CCC1)C=1NC(=CN1)C1=CC2=CC=C(C=C2C=C1)C1=CC=C(C=C1)C=1NC(=NC1)C1N(CCC1)C(C(C(C)C)NC(=O)OC)=O (2-{5-[6-(4-{2-[1-(2-Methoxycarbonylamino-3-methyl-butyryl)-pyrrolidin-2-yl]-3H-imidazol-4-yl}-phenyl)-naphthalen-2-yl]-1H-imidazol-2-yl}-pyrrolidine-1-carboxylic acid tert-butyl ester). As a reaction SMILES: [C:1](OC(N1CCCC1C1NC(C2C=CC(C3C=CC4C(=CC=C(C5NC(C6CCCN6C(=O)C(NC(OC)=O)C(C)C)=NC=5)C=4)C=3)=CC=2)=CN=1)=O)(C)(C)[CH3:2].[C:55]([O:59][C:60]([N:62]1[CH2:66][CH2:65][CH2:64][CH:63]1[C:67]1[NH:68][C:69]([C:72]2[CH:77]=[CH:76][C:75](Br)=[CH:74][CH:73]=2)=[CH:70][N:71]=1)=[O:61])([CH3:58])([CH3:57])[CH3:56].C(OC(N1CCCC1C1NC(C2C=CC3C(=CC=C(B4OC(C)(C)C(C)(C)O4)C=3)C=2)=CN=1)=O)(C)(C)C.[CH3:115][O:116][C:117](=[O:154])[NH:118][CH:119]([C:123]([N:125]1[CH2:129][CH2:128][CH2:127][CH:126]1[C:130]1[NH:131][C:132]([C:135]2[CH:144]=[CH:143][C:142]3[C:137](=CC=[C:140](B4OC(C)(C)C(C)(C)O4)[CH:141]=3)[CH:136]=2)=[CH:133][N:134]=1)=[O:124])[CH:120]([CH3:122])[CH3:121]>>[C:55]([O:59][C:60]([N:62]1[CH2:66][CH2:65][CH2:64][CH:63]1[C:67]1[NH:68][C:69]([C:72]2[CH:77]=[CH:76][C:75]3[C:74](=[CH:1][CH:2]=[C:141]([C:142]4[CH:143]=[CH:144][C:135]([C:132]5[NH:131][C:130]([CH:126]6[CH2:127][CH2:128][CH2:129][N:125]6[C:123](=[O:124])[CH:119]([NH:118][C:117]([O:116][CH3:115])=[O:154])[CH:120]([CH3:122])[CH3:121])=[N:134][CH:133]=5)=[CH:136][CH:137]=4)[CH:140]=3)[CH:73]=2)=[CH:70][N:71]=1)=[O:61])([CH3:58])([CH3:57])[CH3:56]. Procedure: 2-{5-[6-(4-{2-[1-(2-Methoxycarbonylamino-3-methyl-butyryl)-pyrrolidin-2-yl]-3H-imidazol-4-yl}-phenyl)-naphthalen-2-yl]-1H-imidazol-2-yl}-pyrrolidine-1-carboxylic acid tert-butyl ester was prepared following the procedure for 2-{5-[4-(6-{2-[1-(2-Methoxycarbonylamino-3-methyl-butyryl)-pyrrolidin-2-yl]-3H-imidazol-4-yl}-naphthalen-2-yl)-phenyl]-1H-imidazol-2-yl}-pyrrolidine-1-carboxylic acid tert-butyl ester, substituting (1-{2-[5-(4-Bromo-phenyl)-1H-imidazol-2-yl]-pyrrolidine-1-carbonyl}-2-methyl-... Yields the product CN(c1ccccc1)C(C(=O)OC1CN2CCC1CC2)c1ccccc1. Reactants: CN(c1ccccc1)C(C(=O)O)c1ccccc1, C(=NC1CCCCC1)=NC1CCCCC1, Cl, OC1CN2CCC1CC2, C1COCCO1, On1nnc2ccccc21. Reaction SMILES: [CH3:2][N:3]([c:4]1[cH:5][cH:6][cH:7][cH:8][cH:9]1)[CH:10]([C:11](=[O:12])[OH:13])[c:14]1[cH:15][cH:16][cH:17][cH:18][cH:19]1.[CH:30]1([N:31]=[C:32]=[N:33][CH:34]2[CH2:35][CH2:36][CH2:37][CH2:38][CH2:39]2)[CH2:40][CH2:41][CH2:42][CH2:43][CH2:44]1.[ClH:1].[N:45]12[CH2:46][CH:47]([OH:53])[CH:48]([CH2:49][CH2:50]1)[CH2:51][CH2:52]2.[O:54]1[CH2:55][CH2:56][O:57][CH2:58][CH2:59]1.[OH:20][n:21]1[c:22]2[c:23]([cH:24][cH:25][cH:26][cH:27]2)[n:28][n:29]1>>[CH3:2][N:3]([c:4]1[cH:5][cH:6][cH:7][cH:8][cH:9]1)[CH:10]([C:11]([O:12][CH:47]1[CH2:46][N:45]2[CH2:50][CH2:49][CH:48]1[CH2:51][CH2:52]2)=[O:13])[c:14]1[cH:15][cH:16][cH:17][cH:18][cH:19]1. Procedure: The methyl ester of the title compound is prepared from {(S)-6-[(R)-7-fluoro-4-(4,4,5,5-tetramethyl-[1,3,2]dioxaborolan-2-yl)-indan-1-yloxy]-2,3-dihydro-benzofuran-3-yl}-acetic acid methyl ester and 4-(4-bromo-3,5-dimethyl-phenyl)-2-methyl-pyridine following a procedure analogous to that described in Step 5 of Intermediate 1. Saponification of the methyl ester following a procedure analogous to that described for Example 4 gives the title compound; if the title compound does not precipitate from... Yields the product methyl ester, CC1=C(C(=CC(=C1)C1=CC(=NC=C1)C)C)C1=C2CC[C@H](C2=C(C=C1)F)OC1=CC2=C([C@@H](CO2)CC(=O)O)C=C1 ({(S)-6-[(R)-4-(2,6-Dimethyl-4-(2-methyl-pyridin-4-yl)-phenyl)-7-fluoro-indan-1-yloxy]-2,3-dihydro-benzofuran-3-yl}-acetic acid). Starting materials: BrC1=C2CC[C@H](C2=C(C=C1)F)OC1=CC2=C([C@@H](CO2)CC(=O)OC)C=C1 (Methyl 2-((S)-6-((R)-4-bromo-7-fluoro-2,3-dihydro-1H-inden-1-yloxy)-2,3-dihydrobenzofuran-3-yl)acetate), COC(C[C@@H]1COC2=C1C=CC(=C2)O[C@@H]2CCC1=C(C=CC(=C21)F)B2OC(C(O2)(C)C)(C)C)=O ({(S)-6-[(R)-7-fluoro-4-(4,4,5,5-tetramethyl-[1,3,2]dioxaborolan-2-yl)-indan-1-yloxy]-2,3-dihydro-benzofuran-3-yl}-acetic acid methyl ester), BrC1=C(C=C(C=C1C)C1=CC(=NC=C1)C)C (4-(4-bromo-3,5-dimethyl-phenyl)-2-methyl-pyridine), methyl ester. Reaction SMILES: C[O:2][C:3](=[O:34])[CH2:4][C@H:5]1[C:9]2[CH:10]=[CH:11][C:12]([O:14][C@H:15]3[C:23]4[C:18](=[C:19](B5OC(C)(C)C(C)(C)O5)[CH:20]=[CH:21][C:22]=4[F:24])[CH2:17][CH2:16]3)=[CH:13][C:8]=2[O:7][CH2:6]1.Br[C:36]1[C:41]([CH3:42])=[CH:40][C:39]([C:43]2[CH:48]=[CH:47][N:46]=[C:45]([CH3:49])[CH:44]=2)=[CH:38][C:37]=1[CH3:50].BrC1C=CC(F)=C2C=1CC[C@H]2OC1C=CC2[C@H](CC(OC)=O)COC=2C=1>>[CH3:50][C:37]1[CH:38]=[C:39]([C:43]2[CH:48]=[CH:47][N:46]=[C:45]([CH3:49])[CH:44]=2)[CH:40]=[C:41]([CH3:42])[C:36]=1[C:19]1[CH:20]=[CH:21][C:22]([F:24])=[C:23]2[C:18]=1[CH2:17][CH2:16][C@H:15]2[O:14][C:12]1[CH:11]=[CH:10][C:9]2[C@H:5]([CH2:4][C:3]([OH:34])=[O:2])[CH2:6][O:7][C:8]=2[CH:13]=1. The reactants are N(CCO)CCO (diethanolamine), [N+](=O)([O-])C=1C=C(C=CC1)S(=O)(=O)Cl (3-nitrobenzenesulfonyl chloride). The solvent is O1CCCC1 (tetrahydrofuran), O1CCCC1 (tetrahydrofuran). Conditions: time 3 day. Product: OCCN(S(=O)(=O)C1=CC(=CC=C1)[N+](=O)[O-])CCO (N,N-Di(2-hydroxyethyl)-3-nitrobenzenesulfonamide). Isolated yield 30.7%. Reaction SMILES: [NH:1]([CH2:5][CH2:6][OH:7])[CH2:2][CH2:3][OH:4].[N+:8]([C:11]1[CH:12]=[C:13]([S:17](Cl)(=[O:19])=[O:18])[CH:14]=[CH:15][CH:16]=1)([O-:10])=[O:9]>O1CCCC1>[OH:4][CH2:3][CH2:2][N:1]([CH2:5][CH2:6][OH:7])[S:17]([C:13]1[CH:14]=[CH:15][CH:16]=[C:11]([N+:8]([O-:10])=[O:9])[CH:12]=1)(=[O:18])=[O:19]. Procedure: A solution of diethanolamine (2.1 g, 20 mmol) in tetrahydrofuran (20 ml) was added slowly to a stirred solution of 3-nitrobenzenesulfonyl chloride (2.2 g, 10 mmol) in tetrahydrofuran (80 ml) at 20°-25°. After stirring at this temperature for 3 days, solvent was removed under reduced pressure. The residue was partitioned between ethyl acetate and water. After drying the ethyl acetate extract (Na2SO4), filtering and concentrating, the residue was recrystallized from ethyl acetate-hexane to give 0.... Starting materials: BrC=1C=C2C(=C(C=NC2=CC1)C(C)=O)NC=1C=NC(=CC1)NCCN(C)C (1-(6-bromo-4-(6-(2-(dimethylamino)ethylamino)pyridine-3-ylamino)quinolin-3-yl)ethanone), ClC1=C(C(=CC(=C1)B1OC(C(O1)(C)C)(C)C)F)O (2-chloro-6-fluoro-4-(4,4,5,5-tetramethyl-1,3,2-dioxaborolan-2-yl)phenol). Product: ClC=1C=C(C=C(C1O)F)C=1C=C2C(=C(C=NC2=CC1)C(C)=O)NC=1C=NC(=CC1)NCCN(C)C (1-(6-(3-chloro-5-fluoro-4-hydroxyphenyl)-4-(6-(2-(dimethylamino)ethylamino)pyridin-3-ylamino)quinolin-3-yl)ethanone). Yield: 15.8%. As a reaction SMILES: Br[C:2]1[CH:3]=[C:4]2[C:9](=[CH:10][CH:11]=1)[N:8]=[CH:7][C:6]([C:12](=[O:14])[CH3:13])=[C:5]2[NH:15][C:16]1[CH:17]=[N:18][C:19]([NH:22][CH2:23][CH2:24][N:25]([CH3:27])[CH3:26])=[CH:20][CH:21]=1.[Cl:28][C:29]1[CH:34]=[C:33](B2OC(C)(C)C(C)(C)O2)[CH:32]=[C:31]([F:44])[C:30]=1[OH:45]>>[Cl:28][C:29]1[CH:34]=[C:33]([C:2]2[CH:3]=[C:4]3[C:9](=[CH:10][CH:11]=2)[N:8]=[CH:7][C:6]([C:12](=[O:14])[CH3:13])=[C:5]3[NH:15][C:16]2[CH:17]=[N:18][C:19]([NH:22][CH2:23][CH2:24][N:25]([CH3:27])[CH3:26])=[CH:20][CH:21]=2)[CH:32]=[C:31]([F:44])[C:30]=1[OH:45]. Reported procedure: Following general procedure D, 1-(6-bromo-4-(6-(2-(dimethylamino)ethylamino)pyridine-3-ylamino)quinolin-3-yl)ethanone (100 mg, 0.23 mmol) was reacted with 2-chloro-6-fluoro-4-(4,4,5,5-tetramethyl-1,3,2-dioxaborolan-2-yl)phenol (82 mg, 0.35 mmol) to afford the desired product (18 mg, 16%) as a green-yellow solid: 1H NMR (500 MHz, CD3OD+TFA-d) δ 9.29 (s, 1H), 8.26-8.20 (m, 2H), 8.05-7.99 (m, 2H), 7.69 (dd, J=9.0, 2.7 Hz, 1H), 7.18-7.07 (m, 2H), 6.96 (d, J=9.0 Hz, 1H), 3.89-3.83 (m, 2H), 3.46-3.37 ... Starting materials: ClC1=C(C=CC(=C1)Cl)C#C (2,4-dichlorophenylacetylene), FC1=CC=C(CS)C=C1 (4-fluorobenzyl mercaptan), [Na] (sodium). The product is ClC1=C(\C=C/C(C2=CC=C(C=C2)F)SC(C2=CC=C(C=C2)F)\C=C/C2=C(C=C(C=C2)Cl)Cl)C=CC(=C1)Cl ((Z)-2,4-dichlorostyryl-4-fluorobenzylsulfide). Reaction SMILES: [Cl:1][C:2]1[CH:7]=[C:6]([Cl:8])[CH:5]=[CH:4][C:3]=1[C:9]#[CH:10].[F:11][C:12]1[CH:19]=[CH:18][C:15]([CH2:16][SH:17])=[CH:14][CH:13]=1.[Na]>>[Cl:1][C:2]1[CH:7]=[C:6]([Cl:8])[CH:5]=[CH:4][C:3]=1/[CH:9]=[CH:10]\[CH:16]([S:17][CH:16](/[CH:10]=[CH:9]\[C:3]1[CH:4]=[CH:5][C:6]([Cl:8])=[CH:7][C:2]=1[Cl:1])[C:15]1[CH:18]=[CH:19][C:12]([F:11])=[CH:13][CH:14]=1)[C:15]1[CH:18]=[CH:19][C:12]([F:11])=[CH:13][CH:14]=1 |^1:19|. Procedure details: A solution of 2,4-dichlorophenylacetylene (0.02 mol), 4-fluorobenzyl mercaptan (0.02 mol) and metallic sodium (0.02 g atom) is subjected to the General Procedure to form (Z)-2,4-dichlorostyryl-4-fluorobenzylsulfide. The title compound is obtained following oxidation of the sulfide, according to the General Procedure. The reactants are C(C)(C)(C)C1=CC=C(CNCC)C=C1 (N-(4-tert-butylbenzyl)-N-ethylamine), C(C)O[C@@H](CC1=CC=C(OCC(=O)O)C=C1)C(=O)OCC ({4-[(2S)-2,3-diethoxy-3-oxopropyl]phenoxy}acetic acid), C(C)(C)N(C(C)C)CC (N,N-diisopropylethylamine), F[B-](F)(F)F.N1(N=NC2=C1C=CC=C2)OC(=[N+](C)C)N(C)C (O-(benzotriazol-1-yl)-N,N,N′,N′-tetramethyluronium tetrafluoroborate). Run in C(Cl)Cl (methylene chloride), C(Cl)Cl (methylene chloride). Run at time 8 hour. The product is C(C)(C)(C)C1=CC=C(CN(C(COC2=CC=C(C=C2)C[C@@H](C(=O)OCC)OCC)=O)CC)C=C1 (Ethyl(2S)-3-(4-{2-[(4-tert-butylbenzyl)(ethyl)amino]-2-oxoethoxy}phenyl)-2-ethoxypropanoate). Yield: 57.5%. RXN SMILES: [C:1]([C:5]1[CH:14]=[CH:13][C:8]([CH2:9][NH:10][CH2:11][CH3:12])=[CH:7][CH:6]=1)([CH3:4])([CH3:3])[CH3:2].[CH2:15]([O:17][C@H:18]([C:31]([O:33][CH2:34][CH3:35])=[O:32])[CH2:19][C:20]1[CH:30]=[CH:29][C:23]([O:24][CH2:25][C:26]([OH:28])=O)=[CH:22][CH:21]=1)[CH3:16].C(N(CC)C(C)C)(C)C.F[B-](F)(F)F.N1(OC(N(C)C)=[N+](C)C)C2C=CC=CC=2N=N1>C(Cl)Cl>[C:1]([C:5]1[CH:6]=[CH:7][C:8]([CH2:9][N:10]([CH2:11][CH3:12])[C:26](=[O:28])[CH2:25][O:24][C:23]2[CH:22]=[CH:21][C:20]([CH2:19][C@H:18]([O:17][CH2:15][CH3:16])[C:31]([O:33][CH2:34][CH3:35])=[O:32])=[CH:30][CH:29]=2)=[CH:13][CH:14]=1)([CH3:3])([CH3:2])[CH3:4] |f:3.4|. Procedure: To a solution of N-(4-tert-butylbenzyl)-N-ethylamine (0.383 g, 2.00 mmol) and {4-[(2S)-2,3-diethoxy-3-oxopropyl]phenoxy}acetic acid (0.593 g, 2.00 mmol) in methylene chloride (20 mL) were added N,N-diisopropylethylamine (0.80 mL, 4.6 mmol) and O-(benzotriazol-1-yl)-N,N,N′,N′-tetramethyluronium tetrafluoroborate (0.706 g, 2.20 mmol) and the reaction mixture was stirred at room temperature overnight. The resulting solution was diluted with methylene chloride (40 mL) and the organic phase was washe... Starting materials: ClC1=C(C=CC(=C1OC)OC)C(=O)N(CCC(C)C)CC1=NC2=C(N1CC1=C(C=CC=C1)OCCCCl)C=CC=C2 ((2-chloro-3,4-dimethoxyphenyl)-N-[(1-{[2-(3-chloropropoxy)phenyl]-methyl}benzimidazol-2-yl)methyl]-N-(3-methylbutyl) carboxamide), [Na+].[I-] (NaI), CC(=O)C (acetone), [Na+].[I-] (NaI). Product: CC(CCN(C=O)CC1=NC2=C(N1CC1=C(C=CC=C1)OCCCN1CCN(CC1)C)C=CC=C2)C (N-(3-methylbutyl)-N-{[1-({2-[3-(4-methylpiperazinyl)propoxy]phenyl}methyl)benzimidazol-2-yl]methyl}carboxamide). RXN SMILES: ClC1C(OC)=C(OC)C=CC=1[C:12]([N:14]([CH2:20][C:21]1[N:25]([CH2:26][C:27]2[CH:32]=[CH:31][CH:30]=[CH:29][C:28]=2[O:33][CH2:34][CH2:35][CH2:36]Cl)[C:24]2[CH:38]=[CH:39][CH:40]=[CH:41][C:23]=2[N:22]=1)[CH2:15][CH2:16][CH:17]([CH3:19])[CH3:18])=[O:13].[Na+].[I-].C[C:45]([CH3:47])=O>>[CH3:19][CH:17]([CH3:18])[CH2:16][CH2:15][N:14]([CH2:20][C:21]1[N:25]([CH2:26][C:27]2[CH:32]=[CH:31][CH:30]=[CH:29][C:28]=2[O:33][CH2:34][CH2:35][CH2:36][N:22]2[CH2:47][CH2:45][N:14]([CH3:12])[CH2:20][CH2:21]2)[C:24]2[CH:38]=[CH:39][CH:40]=[CH:41][C:23]=2[N:22]=1)[CH:12]=[O:13] |f:1.2|. Reported procedure: A solution of 395 mg (0.66 mmole) of (2-chloro-3,4-dimethoxyphenyl)-N-[(1-{[2-(3-chloropropoxy)phenyl]-methyl}benzimidazol-2-yl)methyl]-N-(3-methylbutyl) carboxamide in 6 mL of acetone is treated with 99 mg (3.30 mmole) of NaI at reflux for 16 hrs, at which time another 3.30 mmole of NaI is added and heated for an additional 24 hrs. The solution is evaporated under reduced pressure, the residue is diluted with 30 mL of ethyl acetate, washed with 2×10 mL water and 1×10 mL brine, dried over anhydr...